Dataset: the Open Reaction Database (ORD), a public repository of structured organic reaction records. Task: describe an organic reaction: reactants, conditions, products, and yield The reactants are O (water), COC=1C=C(C(/C=C/C2=NC=3N(C(N(C(C3N2C)=O)CCC)=O)CCC)=CC1OC)S(=O)(=O)O ((E)-4,5-Dimethoxy-β-(7-methyl-1,3-dipropylxanthin-8-yl)styrene-2-sulfonic acid), C(C)NCC (diethylamine), S(=O)(Cl)Cl (thionyl chloride). The solvent is CN(C=O)C (dimethylformamide). Run at time 10 minute. Product: C(C)N(S(=O)(=O)C=1C(/C=C/C2=NC=3N(C(N(C(C3N2C)=O)CCC)=O)CCC)=CC(=C(C1)OC)OC)CC ((E)-N,N-Diethyl-4,5-dimethoxy-β-(7-methyl-1,3-dipropylxanthin-8-yl)styrene-2-sulfonamide). Isolated yield 29.8%. RXN SMILES: [CH3:1][O:2][C:3]1[CH:4]=[C:5]([S:31](O)(=[O:33])=[O:32])[C:6](=[CH:27][C:28]=1[O:29][CH3:30])/[CH:7]=[CH:8]/[C:9]1[N:17]([CH3:18])[C:16]2[C:15](=[O:19])[N:14]([CH2:20][CH2:21][CH3:22])[C:13](=[O:23])[N:12]([CH2:24][CH2:25][CH3:26])[C:11]=2[N:10]=1.S(Cl)(Cl)=O.[CH2:39]([NH:41][CH2:42][CH3:43])[CH3:40].O>CN(C)C=O>[CH2:39]([N:41]([CH2:42][CH3:43])[S:31]([C:5]1[C:6](=[CH:27][C:28]([O:29][CH3:30])=[C:3]([O:2][CH3:1])[CH:4]=1)/[CH:7]=[CH:8]/[C:9]1[N:17]([CH3:18])[C:16]2[C:15](=[O:19])[N:14]([CH2:20][CH2:21][CH3:22])[C:13](=[O:23])[N:12]([CH2:24][CH2:25][CH3:26])[C:11]=2[N:10]=1)(=[O:32])=[O:33])[CH3:40]. Procedure details: Compound 1 (1.00 g, 1.96 mmol) obtained in Example 1 was dissolved in 20 ml of dimethylformamide. To the solution was dropwise added 0.29 ml (3.92 mmol) of thionyl chloride under ice-cooling, and the resulting mixture was stirred at room temperature for 10 minutes. After ice-cooling, 1.02 ml (9.80 mmol) of diethylamine was added dropwise to the mixture, and the resulting mixture was stirred at room temperature for one hour. The mixture was poured into 50 ml of water and extracted three times wit...